describe an organic reaction: reactants, conditions, products, and yield From a dataset of the Open Reaction Database (ORD), a public repository of structured organic reaction records. Reactants: CC1(C)CCC(C)(C)c2cc(Br)ccc21, CC(C)(C)Pc1ccccc1-c1ccccc1, C1CCOC1, CC(C)(C)[O-], N#Cc1ccc(N)c([N+](=O)[O-])c1, [Na+]. Yields the product CC1(C)CCC(C)(C)c2cc(Nc3ccc(C#N)cc3[N+](=O)[O-])ccc21. As a reaction SMILES: [Br:1][c:2]1[cH:3][c:4]2[c:9]([cH:10][cH:11]1)[C:8]([CH3:12])([CH3:13])[CH2:7][CH2:6][C:5]2([CH3:14])[CH3:15].[C:34]([PH:35][c:36]1[cH:37][cH:38][cH:39][cH:40][c:41]1-[c:42]1[cH:43][cH:44][cH:45][cH:46][cH:47]1)([CH3:48])([CH3:49])[CH3:50].[CH2:51]1[O:52][CH2:53][CH2:54][CH2:55]1.[CH3:28][C:29]([CH3:30])([O-:31])[CH3:32].[NH2:16][c:17]1[c:18]([N+:25](=[O:26])[O-:27])[cH:19][c:20]([C:21]#[N:22])[cH:23][cH:24]1.[Na+:33]>>[c:2]1([NH:16][c:17]2[c:18]([N+:25](=[O:26])[O-:27])[cH:19][c:20]([C:21]#[N:22])[cH:23][cH:24]2)[cH:3][c:4]2[c:9]([cH:10][cH:11]1)[C:8]([CH3:12])([CH3:13])[CH2:7][CH2:6][C:5]2([CH3:14])[CH3:15].